Dataset: the Open Reaction Database (ORD), a public repository of structured organic reaction records. Task: describe an organic reaction: reactants, conditions, products, and yield Product: Cc1c(C)c2c(c(C)c1O[Si](C)(C)C(C)(C)C)CCC(C)(C=CCC(C)CCCC(C)C)O2. Reaction SMILES: [Br:1][CH:2]([CH2:3][CH:4]([CH2:5][CH2:6][CH2:7][CH:8]([CH3:9])[CH3:10])[CH3:11])[PH3+:12].[C:13]([CH3:14])([CH3:15])([CH3:16])[Si:17]([O:18][c:19]1[c:20]([CH3:34])[c:21]2[c:26]([c:27]([CH3:30])[c:28]1[CH3:29])[O:25][C:24]([CH:31]=[O:32])([CH3:33])[CH2:23][CH2:22]2)([CH3:35])[CH3:36].[CH2:37]1[O:38][CH2:39][CH2:40][CH2:41]1>>[CH:2]([CH2:3][CH:4]([CH2:5][CH2:6][CH2:7][CH:8]([CH3:9])[CH3:10])[CH3:11])=[CH:31][C:24]1([CH3:33])[CH2:23][CH2:22][c:21]2[c:20]([CH3:34])[c:19]([O:18][Si:17]([C:13]([CH3:14])([CH3:15])[CH3:16])([CH3:35])[CH3:36])[c:28]([CH3:29])[c:27]([CH3:30])[c:26]2[O:25]1. The reactants are CC(C)CCCC(C)CC([PH3+])Br, Cc1c(C)c2c(c(C)c1O[Si](C)(C)C(C)(C)C)CCC(C)(C=O)O2, C1CCOC1. The reactants are O=C([O-])[O-], CCOCOc1ccc(C)c(B(O)O)c1, COCCOC, [Cl-], CCCc1cc(C(=O)CC)ccc1OS(=O)(=O)C(F)(F)F, [K+], [K+], [Li+], O. Product: CCCc1cc(C(=O)CC)ccc1-c1cc(OCOCC)ccc1C. As a reaction SMILES: [C:39](=[O:40])([O-:41])[O-:42].[CH2:1]([CH3:2])[O:3][CH2:4][O:5][c:6]1[cH:7][cH:8][c:9]([CH3:15])[c:10]([B:12]([OH:13])[OH:14])[cH:11]1.[CH3:45][O:46][CH2:47][CH2:48][O:49][CH3:50].[Cl-:38].[F:16][C:17]([F:18])([F:19])[S:20]([O:21][c:22]1[c:23]([CH2:32][CH2:33][CH3:34])[cH:24][c:25]([C:28]([CH2:29][CH3:30])=[O:31])[cH:26][cH:27]1)(=[O:35])=[O:36].[K+:43].[K+:44].[Li+:37].[OH2:51]>>[CH2:1]([CH3:2])[O:3][CH2:4][O:5][c:6]1[cH:7][cH:8][c:9]([CH3:15])[c:10](-[c:22]2[c:23]([CH2:32][CH2:33][CH3:34])[cH:24][c:25]([C:28]([CH2:29][CH3:30])=[O:31])[cH:26][cH:27]2)[cH:11]1. Reactants: C1CCOC1, COP(C)(=O)OC, COc1ccc(CN2C(=O)SCC2C(=O)N(C)OC)cc1, O, O=C(O)CC(O)(CC(=O)O)C(=O)O. Product: COc1ccc(CN2C(=O)SCC2C(=O)CP(=O)(OC)OC)cc1. Reaction SMILES: [CH2:42]1[O:43][CH2:44][CH2:45][CH2:46]1.[CH3:1][P:2]([O:3][CH3:4])([O:5][CH3:6])=[O:7].[CH3:8][O:9][N:10]([C:11](=[O:12])[CH:13]1[N:14]([CH2:19][c:20]2[cH:21][cH:22][c:23]([O:26][CH3:27])[cH:24][cH:25]2)[C:15](=[O:18])[S:16][CH2:17]1)[CH3:28].[OH2:47].[OH:29][C:30]([CH2:31][C:32]([C:33](=[O:34])[OH:35])([CH2:36][C:37](=[O:38])[OH:39])[OH:40])=[O:41]>>[CH2:1]([P:2]([O:3][CH3:4])([O:5][CH3:6])=[O:7])[C:11](=[O:12])[CH:13]1[N:14]([CH2:19][c:20]2[cH:21][cH:22][c:23]([O:26][CH3:27])[cH:24][cH:25]2)[C:15](=[O:18])[S:16][CH2:17]1. Reactants: O=C([O-])[O-], CC(C)=O, CCOC(=O)C(Cl)C(C)=O, Oc1ccc(Cl)c(Cl)c1, [K+], [K+]. Product: CCOC(=O)C(Oc1ccc(Cl)c(Cl)c1)C(C)=O. RXN SMILES: [C:10](=[O:11])([O-:12])[O-:13].[CH3:26][C:27](=[O:28])[CH3:29].[Cl:16][CH:17]([C:18](=[O:19])[O:20][CH2:21][CH3:22])[C:23](=[O:24])[CH3:25].[Cl:1][c:2]1[cH:3][c:4]([OH:9])[cH:5][cH:6][c:7]1[Cl:8].[K+:14].[K+:15]>>[Cl:1][c:2]1[cH:3][c:4]([O:9][CH:17]([C:18](=[O:19])[O:20][CH2:21][CH3:22])[C:23](=[O:24])[CH3:25])[cH:5][cH:6][c:7]1[Cl:8]. Starting materials: Br, O=C([O-])[O-], O=C([O-])C(O)(C(F)(F)F)C(F)(F)F, [K+], [K+], [K+], O. The product is O=C(C(F)(F)F)C(F)(F)F, O. Reaction SMILES: [Br:21].[C:15](=[O:16])([O-:17])[O-:18].[F:1][C:2]([C:3]([C:4](=[O:5])[O-:6])([OH:7])[C:8]([F:9])([F:10])[F:11])([F:12])[F:13].[K+:14].[K+:19].[K+:20].[OH2:22]>>[F:1][C:2]([C:3](=[O:7])[C:8]([F:9])([F:10])[F:11])([F:12])[F:13].[OH2:5]. Yields the product Cc1c(NC(=O)C(F)(F)F)nc2ccc(F)cn12. Reactants: CI, O=C(Nc1nc2ccc(F)cn2c1I)C(F)(F)F, C1CCOC1, O. As a reaction SMILES: [CH3:19][I:20].[F:1][C:2]([C:3](=[O:4])[NH:5][c:6]1[n:7][c:8]2[n:9]([cH:10][c:11]([F:14])[cH:12][cH:13]2)[c:15]1[I:16])([F:17])[F:18].[O:22]1[CH2:23][CH2:24][CH2:25][CH2:26]1.[OH2:21]>>[F:1][C:2]([C:3](=[O:4])[NH:5][c:6]1[n:7][c:8]2[n:9]([cH:10][c:11]([F:14])[cH:12][cH:13]2)[c:15]1[CH3:19])([F:17])[F:18]. The reactants are C(C)(C)(C)[Si](OCC1CC(C1)OC1OCCCC1)(C)C (tert-Butyl dimethyl-[3-(tetrahydropyran-2-yloxy)-cyclobutylmethoxy]-silane), [F-].C(CCC)[N+](CCCC)(CCCC)CCCC (tetrabutylammonium fluoride). Run in O1CCCC1 (tetrahydrofuran), ClCCl (dichloromethane), O1CCCC1 (tetrahydrofuran). The product is O1C(CCCC1)OC1CC(C1)CO ([3-(Tetrahydro-pyran-2-yloxy)-cyclobutyl]-methanol). Yield: 83.7%. RXN SMILES: C([Si](C)(C)[O:6][CH2:7][CH:8]1[CH2:11][CH:10]([O:12][CH:13]2[CH2:18][CH2:17][CH2:16][CH2:15][O:14]2)[CH2:9]1)(C)(C)C.[F-].C([N+](CCCC)(CCCC)CCCC)CCC>O1CCCC1.ClCCl>[O:14]1[CH2:15][CH2:16][CH2:17][CH2:18][CH:13]1[O:12][CH:10]1[CH2:9][CH:8]([CH2:7][OH:6])[CH2:11]1 |f:1.2|. Procedure: tert-Butyl dimethyl-[3-(tetrahydropyran-2-yloxy)-cyclobutylmethoxy]-silane (1.62 g) was dissolved in tetrahydrofuran (11 mL) and treated with a solution of 1.0M tetrabutylammonium fluoride in tetrahydrofuran (8.08 mL) for 2 hours. The reaction mixture was diluted with dichloromethane and the mixture was washed with brine, dried over sodium sulfate and concentrated under reduced pressure. The residue was purified by column chromatography on silica gel, eluting with ethyl acetate in cyclohexane (0...